This data is from the Open Reaction Database (ORD), a public repository of structured organic reaction records. The task is: describe an organic reaction: reactants, conditions, products, and yield The reactants are C(CCCCCC)OC1=CC=C(C(=O)OC2=CC=C(C=C2)CN(C(C2=CC=C(C=C2)N)=O)CC(=O)OC(C)(C)C)C=C1 (4-((4-amino-N-(2-(tert-butoxy)-2-oxoethyl)benzamido)methyl)phenyl 4-(heptyloxy)benzoate), TEA, COC1=CC=C(C=C1)CC(=O)Cl (2-(4-methoxyphenyl)acetyl chloride), TEA, COC1=CC=C(C=C1)CC(=O)Cl (2-(4-methoxyphenyl)acetyl chloride). Run in C(Cl)Cl (DCM). Reaction conditions: time 30 minute. Yields the product C(CCCCCC)OC1=CC=C(C(=O)OC2=CC=C(C=C2)CN(C(C2=CC=C(C=C2)NC(CC2=CC=C(C=C2)OC)=O)=O)CC(=O)OC(C)(C)C)C=C1 (4-((N-(2-(tert-butoxy)-2-oxoethyl)-4-(2-(4-methoxyphenyl)acetamido)benzamido)methyl)phenyl 4-(heptyloxy)benzoate). RXN SMILES: [CH2:1]([O:8][C:9]1[CH:42]=[CH:41][C:12]([C:13]([O:15][C:16]2[CH:21]=[CH:20][C:19]([CH2:22][N:23]([CH2:33][C:34]([O:36][C:37]([CH3:40])([CH3:39])[CH3:38])=[O:35])[C:24](=[O:32])[C:25]3[CH:30]=[CH:29][C:28]([NH2:31])=[CH:27][CH:26]=3)=[CH:18][CH:17]=2)=[O:14])=[CH:11][CH:10]=1)[CH2:2][CH2:3][CH2:4][CH2:5][CH2:6][CH3:7].[CH3:43][O:44][C:45]1[CH:50]=[CH:49][C:48]([CH2:51][C:52](Cl)=[O:53])=[CH:47][CH:46]=1>C(Cl)Cl>[CH2:1]([O:8][C:9]1[CH:42]=[CH:41][C:12]([C:13]([O:15][C:16]2[CH:21]=[CH:20][C:19]([CH2:22][N:23]([CH2:33][C:34]([O:36][C:37]([CH3:40])([CH3:39])[CH3:38])=[O:35])[C:24](=[O:32])[C:25]3[CH:26]=[CH:27][C:28]([NH:31][C:52](=[O:53])[CH2:51][C:48]4[CH:49]=[CH:50][C:45]([O:44][CH3:43])=[CH:46][CH:47]=4)=[CH:29][CH:30]=3)=[CH:18][CH:17]=2)=[O:14])=[CH:11][CH:10]=1)[CH2:2][CH2:3][CH2:4][CH2:5][CH2:6][CH3:7]. Reported procedure: Prepared using General Procedure 7: To a stirring solution of 4-((4-amino-N-(2-(tert-butoxy)-2-oxoethyl)benzamido)methyl)phenyl 4-(heptyloxy)benzoate INT-4 (70 mg, 0.12 mmol) in DCM (2 mL) was added TEA (0.042 mL, 0.31 mmol) and 2-(4-methoxyphenyl)acetyl chloride (0.85 mL, 0.171 mmol). Additional TEA (0.042 mL, 0.31 mmol) and 2-(4-methoxyphenyl)acetyl chloride (0.85 mL, 0.171 mmol) were added and the reaction stirred for 30 min to yield 4-((N-(2-(tert-butoxy)-2-oxoethyl)-4-(2-(4-methoxyphenyl)ac... Reactants: COC[C@H]1[C@H](N(CC1)[C@@H](C)C1=CC=CC=C1)C(=O)N ((2S,3R)-3-methoxymethyl-1-((S)-1-phenyl-ethyl)-pyrrolidine-2-carboxylic acid amide). The reagents and catalysts are [Pd] (Pd on charcoal). The solvent is O (H2O). The product is COC[C@H]1[C@H](NCC1)C(=O)N ((2S,3R)-3-Methoxymethyl-pyrrolidine-2-carboxylic acid amide). As a reaction SMILES: [CH3:1][O:2][CH2:3][C@@H:4]1[CH2:8][CH2:7][N:6]([C@H](C2C=CC=CC=2)C)[C@@H:5]1[C:17]([NH2:19])=[O:18]>[Pd].O>[CH3:1][O:2][CH2:3][C@@H:4]1[CH2:8][CH2:7][NH:6][C@@H:5]1[C:17]([NH2:19])=[O:18]. Procedure: The title compound was prepared in analogy to the procedure described in Step 1.8 but (2S,3R)-3-methoxymethyl-1-((S)-1-phenyl-ethyl)-pyrrolidine-2-carboxylic acid amide (Step 14.2) was used instead of (2S,3R)-3-methyl-1-((S)-1-phenyl-ethyl)-pyrrolidine-2-carboxylic acid amide. Moreover, 10% Pd on charcoal, wet with 50% H2O (Aldrich 330108) was used instead of the dry catalyst.